From a dataset of the Open Reaction Database (ORD), a public repository of structured organic reaction records. describe an organic reaction: reactants, conditions, products, and yield Yield: 74.0%. RXN SMILES: C[Li].[C:3](OC)(=O)/[CH:4]=[CH:5]/[CH2:6][CH2:7][CH2:8][CH2:9][CH2:10][CH3:11].BrCBr.[C:18]([Mg]Cl)(C)(C)C.C([O:26][CH2:27][CH3:28])C>>[CH2:8]([C@@H:9]1[CH2:11][C@H:10]1[C:27]([OH:26])([CH3:28])[CH3:18])[CH2:7][CH2:6][CH2:5][CH2:4][CH3:3]. Reaction conditions: time 18 hour. Starting materials: C[Li] (methyl lithium), C(\C=C\CCCCCC)(=O)OC ((E)-methyl non-2-enoate), C(C)OCC (diethyl ether), C(C)OCC (diethyl ether), BrCBr (dibromomethane), C(C)(C)(C)[Mg]Cl (tert-butyl magnesium chloride), C(C)OCC (diethyl ether). The product is C(CCCCC)[C@H]1[C@@H](C1)C(C)(C)O ((trans)-2-(2-hexylcyclopropyl)propan-2-ol). Procedure details: Prepared as described in Example 23 from methyl lithium 1.6 M in diethyl ether (7.4 ml, 12 mmol) and (E)-methyl non-2-enoate (Neofolione) (1 g, 6 mmol) in diethyl ether (10 ml) at −78° C., followed by dibromomethane (5×1 g, 30 mmol) and tert-butyl magnesium chloride 2M in diethyl ether (5×3 ml, 30 mmol) at 0°-5° C. Work-up after 18 h at 25° C. and bulb-to-bulb distillation under high vacuum gives 0.8 g (74%) of a colorless oil. 1H NMR (CDCl3): δ 0.15 (m, 1H), 0.45 (m, 1H), 0.7 (2 m, 2H), 1.15 (s... The reactants are BrC=1C=CC(=C(CO[Si](C)(C)C(C)(C)C)C1)OCCCCCCC ((5-bromo-2-heptyloxybenzyl)oxy-t-butyldimethylsilane), C([O-])([O-])=O.[Cs+].[Cs+] (cesium carbonate), C(C)(C)(C)OC(NC1(COC(OC1)(C)C)C#C)=O ((2,2-dimethyl-5-ethynyl-1,3-dioxan-5-yl)carbamic acid t-butyl ester), C1(CCCCC1)P(C1=C(C=CC=C1)C1=C(C=C(C=C1C(C)C)C(C)C)C(C)C)C1CCCCC1 (2-dicyclohexylphosphino-2′,4′,6′-triisopropylbiphenyl). Reagents/catalysts: CC#N.CC#N.Cl[Pd]Cl (bis(acetonitrile)palladium(II) dichloride). Solvent: C(C)#N (acetonitrile), O (Water). Run at temperature 80 celsius, time 12 hour. Product: C(C)(C)(C)OC(NC1(COC(OC1)(C)C)C#CC1=CC(=C(C=C1)OCCCCCCC)CO[Si](C)(C)C(C)(C)C)=O ({5-[3-(t-butyldimethylsilyloxymethyl)-4-heptyloxyphenylethynyl]-2,2-dimethyl-1,3-dioxan-5-yl}carbamic Acid t-butyl Ester). Reaction SMILES: Br[C:2]1[CH:3]=[CH:4][C:5]([O:17][CH2:18][CH2:19][CH2:20][CH2:21][CH2:22][CH2:23][CH3:24])=[C:6]([CH:16]=1)[CH2:7][O:8][Si:9]([C:12]([CH3:15])([CH3:14])[CH3:13])([CH3:11])[CH3:10].[C:25]([O:29][C:30](=[O:42])[NH:31][C:32]1([C:40]#[CH:41])[CH2:37][O:36][C:35]([CH3:39])([CH3:38])[O:34][CH2:33]1)([CH3:28])([CH3:27])[CH3:26].C1(P(C2CCCCC2)C2C=CC=CC=2C2C(C(C)C)=CC(C(C)C)=CC=2C(C)C)CCCCC1.C(=O)([O-])[O-].[Cs+].[Cs+]>C(#N)C.CC#N.CC#N.Cl[Pd]Cl.O>[C:25]([O:29][C:30](=[O:42])[NH:31][C:32]1([C:40]#[C:41][C:2]2[CH:3]=[CH:4][C:5]([O:17][CH2:18][CH2:19][CH2:20][CH2:21][CH2:22][CH2:23][CH3:24])=[C:6]([CH2:7][O:8][Si:9]([C:12]([CH3:15])([CH3:14])[CH3:13])([CH3:11])[CH3:10])[CH:16]=2)[CH2:37][O:36][C:35]([CH3:39])([CH3:38])[O:34][CH2:33]1)([CH3:28])([CH3:27])[CH3:26] |f:3.4.5,7.8.9|. Reported procedure: Compound 34-3 (10.5 g), (2,2-dimethyl-5-ethynyl-1,3-dioxan-5-yl)carbamic acid t-butyl ester (6.46 g) synthesized by a known method (for example, Tetrahedron vol. 57 (2001) 6531-6538), 2-dicyclohexylphosphino-2′,4′,6′-triisopropylbiphenyl (725 mg), bis(acetonitrile)palladium(II) dichloride (131 mg) and cesium carbonate (21.4 g) in acetonitrile (150 ml) was stirred at 80° C. for 12 hr. Water was added to the reaction mixture, the mixture was extracted with ethyl acetate, and the extract was washed... The reactants are [N+](=O)([O-])C=1C=C(C=C(C1)C(F)(F)F)S(=O)(=O)C1OCCN(C1)C=O ((3-nitro-5-(trifluoromethyl)phenyl)-(sulfonylmorpholino) methanone). Reagents/catalysts: [Pd] (Pd/C). The solvent is CCO (EtOH). Conditions: time 3 day. Yields the product NC=1C=C(C=C(C1)C(F)(F)F)S(=O)(=O)C1OCCN(C1)C=O ((3-amino-5-(trifluoromethyl)phenyl)-(sulfonylmorpholino)methanone). RXN SMILES: [N+:1]([C:4]1[CH:5]=[C:6]([S:14]([CH:17]2[CH2:22][N:21]([CH:23]=[O:24])[CH2:20][CH2:19][O:18]2)(=[O:16])=[O:15])[CH:7]=[C:8]([C:10]([F:13])([F:12])[F:11])[CH:9]=1)([O-])=O>CCO.[Pd]>[NH2:1][C:4]1[CH:5]=[C:6]([S:14]([CH:17]2[CH2:22][N:21]([CH:23]=[O:24])[CH2:20][CH2:19][O:18]2)(=[O:16])=[O:15])[CH:7]=[C:8]([C:10]([F:13])([F:11])[F:12])[CH:9]=1. Procedure: To an argon purged solution of (3-nitro-5-(trifluoromethyl)phenyl)-(sulfonylmorpholino) methanone (658 mg, 1.87 mmol) in EtOH (20 mL) was added Pd/C (198 mg, 0.187 mmol, 10%). The resulting mixture was allowed to stir under an atmosphere of hydrogen gas for 3 days. The reaction was purged with argon, filtered through Celite and concentrated under reduced pressure to afford (3-amino-5-(trifluoromethyl)phenyl)-(sulfonylmorpholino)methanone which was used without further purification. MS m/z=323 [M... Starting materials: C(C)(C)(C)OC(NC1=C(C=C(C(=C1)N1CCCC1)C(F)(F)F)N)=O ((2-amino-5-pyrrolidin-1-yl-4-trifluoromethyl-phenyl)-carbamic acid tert-butyl ester), C(C)(C)(C)OC(CC(C1=CC(=CC=C1)C=1C=NC=CC1)=O)=O (3-oxo-3-(3-pyridin-3-yl-phenyl)-propionic acid tert-butyl ester). Yields the product C(C)(C)(C)OC(NC1=C(C=C(C(=C1)N1CCCC1)C(F)(F)F)NC(CC(C1=CC(=CC=C1)C=1C=NC=CC1)=O)=O)=O ({2-[3-Oxo-3-(3-pyridin-3-yl-phenyl)-propionylamino]-5-pyrrolidin-1-yl-4-trifluoromethyl-phenyl}-carbamic acid tert-butyl ester), foam. Yield: 61.0%. As a reaction SMILES: [C:1]([O:5][C:6](=[O:24])[NH:7][C:8]1[CH:13]=[C:12]([N:14]2[CH2:18][CH2:17][CH2:16][CH2:15]2)[C:11]([C:19]([F:22])([F:21])[F:20])=[CH:10][C:9]=1[NH2:23])([CH3:4])([CH3:3])[CH3:2].C([O:29][C:30](=O)[CH2:31][C:32](=[O:45])[C:33]1[CH:38]=[CH:37][CH:36]=[C:35]([C:39]2[CH:40]=[N:41][CH:42]=[CH:43][CH:44]=2)[CH:34]=1)(C)(C)C>>[C:1]([O:5][C:6](=[O:24])[NH:7][C:8]1[CH:13]=[C:12]([N:14]2[CH2:18][CH2:17][CH2:16][CH2:15]2)[C:11]([C:19]([F:21])([F:22])[F:20])=[CH:10][C:9]=1[NH:23][C:30](=[O:29])[CH2:31][C:32](=[O:45])[C:33]1[CH:38]=[CH:37][CH:36]=[C:35]([C:39]2[CH:40]=[N:41][CH:42]=[CH:43][CH:44]=2)[CH:34]=1)([CH3:4])([CH3:2])[CH3:3]. Procedure details: The title compound was prepared from (2-amino-5-pyrrolidin-1-yl-4-trifluoromethyl-phenyl)-carbamic acid tert-butyl ester (Example J27) (259 mg, 0.75 mmol) and 3-oxo-3-(3-pyridin-3-yl-phenyl)-propionic acid tert-butyl ester (Example K1) (223 mg, 0.75 mmol) according to the general procedure M. Obtained as a yellow foam (259 mg, 61%). The reactants are [BH4-].[Na+] (sodium borohydride), ice, N1=CC=C(C2=CC=CC=C12)C=O (4-Quinolinecarboxaldehyde), NC1=CC=C(C(=O)OC)C=C1 (methyl 4-aminobenzoate), O (water). The solvent is C(C)O (ethanol), C1(=CC=CC=C1)C (toluene). Reaction conditions: time 7 day. The product is N1=CC=C(C2=CC=CC=C12)CNC1=CC=C(C(=O)O)C=C1 (4-[(4-quinolinylmethyl)amino]benzoic acid). The yield is 87.9%. Reaction SMILES: [N:1]1[C:10]2[C:5](=[CH:6][CH:7]=[CH:8][CH:9]=2)[C:4]([CH:11]=O)=[CH:3][CH:2]=1.[NH2:13][C:14]1[CH:23]=[CH:22][C:17]([C:18]([O:20]C)=[O:19])=[CH:16][CH:15]=1.O.[BH4-].[Na+]>C1(C)C=CC=CC=1.C(O)C>[N:1]1[C:10]2[C:5](=[CH:6][CH:7]=[CH:8][CH:9]=2)[C:4]([CH2:11][NH:13][C:14]2[CH:23]=[CH:22][C:17]([C:18]([OH:20])=[O:19])=[CH:16][CH:15]=2)=[CH:3][CH:2]=1 |f:3.4|. Procedure details: 4-Quinolinecarboxaldehyde (10.0 g, 63.8 mmol) and methyl 4-aminobenzoate (9.64 g, 63.8 mmol) were refluxed under nitrogen in 100 mL of toluene with azeotropic removal of water. After 7 days, the reaction mixture was allowed to cool to room temperature. The imine precipitated as a yellow solid and was collected by filtration. The material was dried under reduced pressure overnight affording 15.5 g (53.4 mmol) of crude product. This was stirred in 270 mL of ethanol and treated with sodium borohydr... The reactants are N (Ammonia), C(C)OC(=O)C=1C2=C(C(=NC1)Cl)C(=CS2)COC2=C(C=CC(=C2)C2=NN=CN2C)C (4-chloro-3-[2-methyl-5-(methyl-4H-[1,2,4]triazol-3-yl)-phenoxymethyl]-thieno[3,2-c]pyridine-7-carboxylic acid ethyl ester), CC(C)O (2-propanol). Solvent: ClCCl (dichloromethane). Reaction conditions: temperature 140 celsius. The product is C(C)OC(=O)C=1C2=C(C(=NC1)N)C(=CS2)COC2=C(C=CC(=C2)C2=NN=C(N2)C)C (4-amino-3-[2-methyl-5-(5-methyl-4H-[1,2,4]triazol-3-yl)-phenoxymethyl]-thieno[3,2-c]pyridine-7-carboxylic acid ethyl ester). RXN SMILES: [NH3:1].[CH2:2]([O:4][C:5]([C:7]1[C:8]2[S:16][CH:15]=[C:14]([CH2:17][O:18][C:19]3[CH:24]=[C:23]([C:25]4[N:29](C)[CH:28]=[N:27][N:26]=4)[CH:22]=[CH:21][C:20]=3[CH3:31])[C:9]=2[C:10](Cl)=[N:11][CH:12]=1)=[O:6])[CH3:3].[CH3:32]C(O)C>ClCCl>[CH2:2]([O:4][C:5]([C:7]1[C:8]2[S:16][CH:15]=[C:14]([CH2:17][O:18][C:19]3[CH:24]=[C:23]([C:25]4[NH:29][C:28]([CH3:32])=[N:27][N:26]=4)[CH:22]=[CH:21][C:20]=3[CH3:31])[C:9]=2[C:10]([NH2:11])=[N:1][CH:12]=1)=[O:6])[CH3:3]. Procedure details: Ammonia gas was bubbled into a suspension of 4-chloro-3-[2-methyl-5-(methyl-4H-[1,2,4]triazol-3-yl)-phenoxymethyl]-thieno[3,2-c]pyridine-7-carboxylic acid ethyl ester (0.106 g; 0.24 mmol) (from Example 61 supra) in 2-propanol (20 mL) for 15-20 minutes. The mixture was then heated in a microwave reactor at 140° C. for 75 minutes. After cooling to room temperature the reaction mixture was diluted with dichloromethane (˜75 mL) and washed with water and then brine. The organic phase was dried (Na2SO... Starting materials: C(C)(=O)OC(C=O)C (α-Acetoxypropionaldehyde), aldehyde, C(C)(=O)OCCC(=O)O (β-acetoxypropionic acid), C(C)(=O)OC(C)=O (acetic anhydride), C(C(O)C)(=O)O (lactic acid). Yields the product C(C)(=O)OC(C(=O)O)C (α-acetoxypropionic acid). RXN SMILES: [C:1]([O:4][CH:5]([CH3:8])[CH:6]=[O:7])(=[O:3])[CH3:2].C(OCCC(O)=O)(=[O:11])C.C(OC(=O)C)(=O)C.C(O)(=O)C(C)O>>[C:1]([O:4][CH:5]([CH3:8])[C:6]([OH:11])=[O:7])(=[O:3])[CH3:2]. Reported procedure: α-Acetoxypropionaldehyde and β-acetoxypropionic acid were identified by elemental analysis, molecular weight, and nuclear magnetic resonance studies. An authentic sample of α-acetoxypropionic acid was prepared by the addition of acetic anhydride to lactic acid [A. Golomb and P. D. Ritchie, J CHEM SOC, 838 (1962)]. The corresponding aldehyde could not be prepared by an independent method.